describe an organic reaction: reactants, conditions, products, and yield From a dataset of the Open Reaction Database (ORD), a public repository of structured organic reaction records. The reactants are Brc1cccc(Br)n1, [Li]CCCC, C1CCOC1, CCOC(C)=O, CC(=O)O, CCCCCC, CN(C)C=O, O. Yields the product O=Cc1cccc(Br)n1. Reaction SMILES: [Br:12][c:13]1[n:14][c:15]([Br:19])[cH:16][cH:17][cH:18]1.[CH2:1]([Li:2])[CH2:3][CH2:4][CH3:5].[CH2:25]1[O:26][CH2:27][CH2:28][CH2:29]1.[CH3:30][CH2:31][O:32][C:33](=[O:34])[CH3:35].[CH3:37][C:38](=[O:39])[OH:40].[CH3:6][CH2:7][CH2:8][CH2:9][CH2:10][CH3:11].[O:20]=[CH:21][N:22]([CH3:23])[CH3:24].[OH2:36]>>[c:13]1([CH:21]=[O:20])[n:14][c:15]([Br:19])[cH:16][cH:17][cH:18]1. Starting materials: C1(O)=CC=C(O)C=C1 (hydroquinone), [OH-].[Na+] (sodium hydroxide), C1(CC1)CCl (cyclopropylmethyl chloride), [I-].[K+] (potassium iodide). The solvent is O (water), C(C)(C)O (isopropanol). Product: C1(CC1)COC1=CC=C(C=C1)O (p-(cyclopropylmethoxy)-phenol). Reaction SMILES: [C:1]1([CH:8]=[CH:7][C:5]([OH:6])=[CH:4][CH:3]=1)[OH:2].[OH-].[Na+].[CH:11]1([CH2:14]Cl)[CH2:13][CH2:12]1.[I-].[K+]>O.C(O)(C)C>[CH:11]1([CH2:14][O:2][C:1]2[CH:8]=[CH:7][C:5]([OH:6])=[CH:4][CH:3]=2)[CH2:13][CH2:12]1 |f:1.2,4.5|. Reported procedure: A mixture of 11.0 g of hydroquinone, 80 ml of isopropanol, 4.1 g of sodium hydroxide in 4.5 ml water, 9.9 g of cyclopropylmethyl chloride and 0.5 g of potassium iodide is stirred under reflux for 12 hours. The solvent is evaporated and the residue is extracted with ether. The ether extract is washed successively with water, sodium bicarbonate solution, dilute sodium bisulfite solution, water and sodium chloride solution and dried. The crude product obtained after evaporation of solvent is purifi... Starting materials: CCO, Nc1cc(Cl)c(C(F)(F)F)cc1[N+](=O)[O-], Cl, [K], O. Product: CCOc1cc(N)c([N+](=O)[O-])cc1C(F)(F)F. As a reaction SMILES: [CH3:1][CH2:2][OH:3].[Cl:5][c:6]1[c:7]([C:16]([F:17])([F:18])[F:19])[cH:8][c:9]([N+:13](=[O:14])[O-:15])[c:10]([NH2:12])[cH:11]1.[ClH:20].[K:4].[OH2:21]>>[CH3:1][CH2:2][O:3][c:6]1[c:7]([C:16]([F:17])([F:18])[F:19])[cH:8][c:9]([N+:13](=[O:14])[O-:15])[c:10]([NH2:12])[cH:11]1. Reactants: C(C)(C)(C)C=1N(C2=CC(=CC=C2C1CC(=O)[O-])OC)C(C1=CC=C(C=C1)Cl)=O ((t-butyl-1-ρ-chlorobenzoyl-6-methoxy-3-indolyl)-acetate). Solvent: C1=CC=CC=C1 (benzene). Reaction conditions: temperature 210 celsius. Product: ClC1=CC=C(C(=O)N2C=C(C3=CC=C(C=C23)OC)CC(=O)O)C=C1 ((1-ρ-chlorobenzoyl-6-methoxy-3-indolyl) acetic acid). As a reaction SMILES: C([C:5]1[N:6]([C:20](=[O:28])[C:21]2[CH:26]=[CH:25][C:24]([Cl:27])=[CH:23][CH:22]=2)[C:7]2[C:12]([C:13]=1[CH2:14][C:15]([O-:17])=[O:16])=[CH:11][CH:10]=[C:9]([O:18][CH3:19])[CH:8]=2)(C)(C)C>C1C=CC=CC=1>[Cl:27][C:24]1[CH:25]=[CH:26][C:21]([C:20]([N:6]2[C:7]3[C:12](=[CH:11][CH:10]=[C:9]([O:18][CH3:19])[CH:8]=3)[C:13]([CH2:14][C:15]([OH:17])=[O:16])=[CH:5]2)=[O:28])=[CH:22][CH:23]=1. Procedure: A mixture of 1.0 g. of the ester obtained in step C and 0.1 powdered porous plate is heated, with stirring, in an oil bath at 210° C. under nitrogen, then dissolved in benzene and ether, filtered and extracted with sodium bicarbonate solution. The aqueous solution is filtered by suction to remove ether, neutralized with acetic acid, then acidified weakly with dilute hydrochloric acid. The crude product is then recrystallized from aqueous ethanol and dried in vacuo. Starting materials: CCOC(C)=O, CCCc1c(C)nc(Cl)nc1Cl. Product: CCCc1cnc(Cl)nc1C. Reaction SMILES: [CH3:13][CH2:14][O:15][C:16]([CH3:17])=[O:18].[Cl:1][c:2]1[n:3][c:4]([CH3:12])[c:5]([CH2:9][CH2:10][CH3:11])[c:6]([Cl:8])[n:7]1>>[Cl:1][c:2]1[n:3][c:4]([CH3:12])[c:5]([CH2:9][CH2:10][CH3:11])[cH:6][n:7]1.